The task is: describe an organic reaction: reactants, conditions, products, and yield. This data is from the Open Reaction Database (ORD), a public repository of structured organic reaction records. Starting materials: CO, [Cl-], O=C(c1ccc([N+](=O)[O-])cc1Cl)N1CCCCc2ncccc21, O, O. Product: Nc1ccc(C(=O)N2CCCCc3ncccc32)c(Cl)c1. RXN SMILES: [CH3:27][OH:28].[Cl-:26].[Cl:1][c:2]1[c:3]([C:4](=[O:5])[N:6]2[c:7]3[c:8]([n:13][cH:14][cH:15][cH:16]3)[CH2:9][CH2:10][CH2:11][CH2:12]2)[cH:17][cH:18][c:19]([N+:21]([O-:22])=[O:23])[cH:20]1.[OH2:24].[OH2:25]>>[Cl:1][c:2]1[c:3]([C:4](=[O:5])[N:6]2[c:7]3[c:8]([n:13][cH:14][cH:15][cH:16]3)[CH2:9][CH2:10][CH2:11][CH2:12]2)[cH:17][cH:18][c:19]([NH2:21])[cH:20]1. The reactants are CC=1C=C2C=NNC2=CC1[N+](=O)[O-] (5-methyl-6-nitro-indazole), CC=1C=C2C=NNC2=CC1[N+](=O)[O-] (5-methyl-6-nitro-indazole), ferrous sulphate. The solvent is C(C)O (ethanol), O (water), N (ammonia). The product is NC1=C(C=C2C=NNC2=C1)C (6-Amino-5-methylindazole). The yield is 72.2%. As a reaction SMILES: [CH3:1][C:2]1[CH:3]=[C:4]2[C:8](=[CH:9][C:10]=1[N+:11]([O-])=O)[NH:7][N:6]=[CH:5]2>C(O)C.O.N>[NH2:11][C:10]1[CH:9]=[C:8]2[C:4]([CH:5]=[N:6][NH:7]2)=[CH:3][C:2]=1[CH3:1]. Procedure: 8 g (45.2 mmol) of 5-methyl-6-nitro-indazole (formula 51), obtained according to E. Noelting, Ber. Dtsch. Chem. Ges. 37 (1904) 2556, are dissolved in 640 ml of 50% aqueous ethanol. A mixture of 80 g of ferrous sulphate in 400 ml of water and 80 ml of aqueous ammonia were added. The reaction mixture was refluxed for 20 hours and filtered while still hot. Removal of the ethanol and purification of the precipitated product with charcoal yielded 4.80 g (72%) of the target compound, m.p. 241°-242° C. Reactants: NCc1cc(Br)ccc1F, CC(=O)Cl, CCOCC, CCN(C(C)C)C(C)C, ClCCl, Cl. Product: CC(=O)NCc1cc(Br)ccc1F. RXN SMILES: [Br:6][c:7]1[cH:8][cH:9][c:10]([F:15])[c:11]([CH2:12][NH2:13])[cH:14]1.[CH3:1][C:2]([Cl:3])=[O:4].[CH3:28][CH2:29][O:30][CH2:31][CH3:32].[CH:16]([N:17]([CH:18]([CH3:19])[CH3:20])[CH2:21][CH3:22])([CH3:23])[CH3:24].[Cl:25][CH2:26][Cl:27].[ClH:5]>>[CH3:1][C:2](=[O:4])[NH:13][CH2:12][c:11]1[c:10]([F:15])[cH:9][cH:8][c:7]([Br:6])[cH:14]1. Reaction SMILES: Cl.Cl.Cl.[O:4]1[C:12]2[CH:11]=[CH:10][N:9]=[C:8]([N:13]3[CH2:18][CH2:17][N:16]([CH2:19][CH2:20][C@H:21]4[CH2:26][CH2:25][C@H:24]([NH2:27])[CH2:23][CH2:22]4)[CH2:15][CH2:14]3)[C:7]=2[CH2:6][CH2:5]1.[OH:28][C:29]([CH3:34])([CH3:33])[C:30](O)=[O:31]>>[O:4]1[C:12]2[CH:11]=[CH:10][N:9]=[C:8]([N:13]3[CH2:18][CH2:17][N:16]([CH2:19][CH2:20][C@H:21]4[CH2:26][CH2:25][C@H:24]([NH:27][C:30](=[O:31])[C:29]([OH:28])([CH3:34])[CH3:33])[CH2:23][CH2:22]4)[CH2:15][CH2:14]3)[C:7]=2[CH2:6][CH2:5]1 |f:0.1.2.3|. The product is O1CCC=2C(=NC=CC21)N2CCN(CC2)CC[C@@H]2CC[C@H](CC2)NC(C(C)(C)O)=O (trans-N-(4-{2-[4-(2,3-Dihydro-furo[3,2-c]pyridin-4-yl)-piperazin-1-yl]-ethyl}-cyclohexyl)-2-hydroxy-2-methyl-propionamide). Procedure: The title compound, white solid (101 mg, 97%), MS (ISP) m/z=517.4 [(M+H)+], mp 201° C., was prepared in accordance with the general method of example 32 from trans-4-{2-[4-(2,3-dihydrofuro[3,2-c]pyridin-4-yl)-piperazin-1-yl]-ethyl}-cyclohexanamine trihydrochloride (intermediate C) (110 mg, 0.25 mmol) and 2-hydroxy-2-methyl-propionic acid. The reactants are solid, Cl.Cl.Cl.O1CCC=2C(=NC=CC21)N2CCN(CC2)CC[C@@H]2CC[C@H](CC2)N (trans-4-{2-[4-(2,3-dihydrofuro[3,2-c]pyridin-4-yl)-piperazin-1-yl]-ethyl}-cyclohexanamine trihydrochloride), Cl.Cl.Cl.O1CCC=2C(=NC=CC21)N2CCN(CC2)CC[C@@H]2CC[C@H](CC2)N (trans-4-{2-[4-(2,3-dihydrofuro[3,2-c]pyridin-4-yl)-piperazin-1-yl]-ethyl}-cyclohexanamine trihydrochloride), OC(C(=O)O)(C)C (2-hydroxy-2-methyl-propionic acid).